From a dataset of the Open Reaction Database (ORD), a public repository of structured organic reaction records. describe an organic reaction: reactants, conditions, products, and yield The reactants are CCN(CC)CCCl.Cl (2-chlorotriethylamine hydrochloride), C([O-])(O)=O.[Na+] (sodium bicarbonate), ClC1=CC=C(C=C1)N1C(NC2=C1C(=CC(=C2)C#N)C(F)(F)F)=O (1-(4-Chlorophenyl)-2-oxo-7-(trifluoromethyl)-2,3-dihydro-1H-benzimidazole-5-carbonitrile), [H-].[Na+] (sodium hydride). Run in C(C)N(CC)CC (triethylamine), CN(C=O)C (N,N-dimethylformamide). Reaction conditions: time 5 minute. Yields the product FC(C(=O)O)(F)F.ClC1=CC=C(C=C1)N1C(N(C2=C1C(=CC(=C2)C(=O)N)C(F)(F)F)CCN(CC)CC)=O (1-(4-chlorophenyl)-3-[2-(diethylamino)ethyl]-2-oxo-7-(trifluoromethyl)-2,3-dihydro-1H-benzimidazole-5-carboxamide trifluoroacetate). The yield is 30.0%. RXN SMILES: [Cl:1][C:2]1[CH:7]=[CH:6][C:5]([N:8]2[C:12]3[C:13]([C:19]([F:22])([F:21])[F:20])=[CH:14][C:15]([C:17]#[N:18])=[CH:16][C:11]=3[NH:10][C:9]2=[O:23])=[CH:4][CH:3]=1.[H-].[Na+].[CH3:26][CH2:27][N:28]([CH2:31][CH2:32]Cl)[CH2:29][CH3:30].Cl.[C:35](=[O:38])(O)[O-:36].[Na+]>CN(C)C=O.C(N(CC)CC)C>[F:20][C:19]([F:22])([F:21])[C:35]([OH:36])=[O:38].[Cl:1][C:2]1[CH:7]=[CH:6][C:5]([N:8]2[C:12]3[C:13]([C:19]([F:21])([F:20])[F:22])=[CH:14][C:15]([C:17]([NH2:18])=[O:36])=[CH:16][C:11]=3[N:10]([CH2:26][CH2:27][N:28]([CH2:31][CH3:32])[CH2:29][CH3:30])[C:9]2=[O:23])=[CH:4][CH:3]=1 |f:1.2,3.4,5.6,9.10|. Procedure: 1-(4-Chlorophenyl)-2-oxo-7-(trifluoromethyl)-2,3-dihydro-1H-benzimidazole-5-carbonitrile (0.1767 g) was dissolved in N,N-dimethylformamide (5 ml), and to the solution was added sodium hydride (27.2 mg). The mixture was stirred at room temperature for 5 minutes. To the mixture were added 2-chlorotriethylamine hydrochloride (117.1 mg) and triethylamine (0.109 ml), and the mixture was stirred at 60-70° C. for 1 hour. After allowing to cool, to the reaction mixture was added saturated aqueous sodium... Starting materials: O(C1=CC=CC=C1)C1=CC=C(OC2=C(C=NC=C2)C=2C=C(C=CC2)CN)C=C1 ((3-(4-(4-phenoxyphenoxy)pyridin-3-yl)phenyl)methanamine), N1=CC=CC=C1 (pyridine), CN1C(CCC1)=O (1-methylpyrrolidin-2-one). Solvent: ClCCl (dichloromethane). The product is O(C1=CC=CC=C1)C1=CC=C(OC2=C(C=NC=C2)C=2C=C(CNC(CC)=O)C=CC2)C=C1 (N-(3-(4-(4-phenoxyphenoxy)pyridin-3-yl)benzyl)propionamide). Yield: 58.0%. As a reaction SMILES: [O:1]([C:8]1[CH:28]=[CH:27][C:11]([O:12][C:13]2[CH:18]=[CH:17][N:16]=[CH:15][C:14]=2[C:19]2[CH:20]=[C:21]([CH2:25][NH2:26])[CH:22]=[CH:23][CH:24]=2)=[CH:10][CH:9]=1)[C:2]1[CH:7]=[CH:6][CH:5]=[CH:4][CH:3]=1.N1C=CC=CC=1.CN1C[CH2:39][CH2:38][C:37]1=[O:41]>ClCCl>[O:1]([C:8]1[CH:9]=[CH:10][C:11]([O:12][C:13]2[CH:18]=[CH:17][N:16]=[CH:15][C:14]=2[C:19]2[CH:20]=[C:21]([CH:22]=[CH:23][CH:24]=2)[CH2:25][NH:26][C:37](=[O:41])[CH2:38][CH3:39])=[CH:27][CH:28]=1)[C:2]1[CH:7]=[CH:6][CH:5]=[CH:4][CH:3]=1. Procedure details: N-(3-(4-(4-phenoxyphenoxy)pyridin-3-yl)benzyl)propionamide was prepared from (3-(4-(4-phenoxyphenoxy)pyridin-3-yl)phenyl)methanamine and pyridine instead of N, N-diethylethanamine, 1-methylpyrrolidin-2-one, dichloromethane using Method G (58% yield). HPLC: 97%, RT=4.034 min. MS: m/z=425 [M+H]+, RT=3.34 min. Reactants: FC1=CC(=C(N)C=C1F)[N+](=O)[O-] (4,5-difluoro-2-nitroaniline), FC1=CC(=C(C=C1)N)N (4-fluoro-1,2-diaminobenzene), [Cl-].[Cl-].[Ca+2] (CaCl2), CCO (EtOH), FC1=CC(=C(C=C1)N)N (4-fluoro-1,2-diaminobenzene). Reagents/catalysts: [Zn] (Zn). The solvent is O (H2O), O (H2O). Yields the product FC1=CC(=C(C=C1F)N)N (4,5-Difluoro-1,2-diaminobenzene), brown crystalline solid. Isolated yield 67.3%. Reaction SMILES: [Cl-].[Cl-].[Ca+2].CCO.FC1C=CC(N)=C(N)C=1.[F:16][C:17]1[C:23]([F:24])=[CH:22][C:20]([NH2:21])=[C:19]([N+:25]([O-])=O)[CH:18]=1>O.[Zn]>[F:16][C:17]1[C:23]([F:24])=[CH:22][C:20]([NH2:21])=[C:19]([NH2:25])[CH:18]=1 |f:0.1.2|. Procedure: 4,5-Difluoro-1,2-diaminobenzene was prepared using an adaptation of the method of Tsuji et al., Crsuji, Y. et al., J. Org. Chem. 55:580 (1990)). Zn powder (942 mg, 14.4 mmol), CaCl2 (94.4 mg), H2O (1.0 mL) and 4.0 mL EtOH were combined and brought to reflux as described for 4-fluoro-1,2-diaminobenzene (see Example 11) and to this mixture was added slowly dropwise a solution of 4,5-difluoro-2-nitroaniline (200 mg, 1.15 mmol) in 2 mL ETOH. Analysis and workup were as described for 4-fluoro-1,2-dia... Starting materials: O=C(Cl)c1ccc2c(c1)COC2=O, C1CCOC1, S, c1ccc2ncccc2c1. Product: O=Cc1ccc2c(c1)COC2=O. Reaction SMILES: [Cl:1][C:2](=[O:3])[c:4]1[cH:5][c:6]2[c:11]([cH:12][cH:13]1)[C:9](=[O:10])[O:8][CH2:7]2.[O:25]1[CH2:26][CH2:27][CH2:28][CH2:29]1.[S:14].[n:15]1[c:16]2[c:17]([cH:18][cH:19][cH:20][cH:21]2)[cH:22][cH:23][cH:24]1>>[CH:2](=[O:3])[c:4]1[cH:5][c:6]2[c:11]([cH:12][cH:13]1)[C:9](=[O:10])[O:8][CH2:7]2. Starting materials: FC1=C(C(=O)Cl)C=CC=C1 (2-fluorbenzoyl chloride), ClC1=C(C=CC(=C1)Cl)C1=NC(=NC=C1C=1NC=CN1)NCCNC1=NC=C(C=C1)[N+](=O)[O-] ([4-(2,4-dichlorophenyl)-5-imidazol-2-ylpyrimidin-2-yl]{2-[(5-nitro(2-pyridyl))amino]-ethyl}amine). Product: FC1=C(C=CC=C1)C1=NC(=NC=C1C=1NC=CN1)NCCNC1=NC=C(C=C1)[N+](=O)[O-] ([4-(2-fluorophenyl)-5-imidazol-2-ylpyrimidin-2-yl]{2-[(5-nitro(2-pyridyl))amino]ethyl}amine). Reaction SMILES: [F:1][C:2]1[CH:10]=[CH:9][CH:8]=[CH:7][C:3]=1[C:4](Cl)=O.ClC1C=C(Cl)C=CC=1C1[C:24]([C:25]2[NH:26][CH:27]=[CH:28][N:29]=2)=[CH:23][N:22]=[C:21]([NH:30][CH2:31][CH2:32][NH:33][C:34]2[CH:39]=[CH:38][C:37]([N+:40]([O-:42])=[O:41])=[CH:36][N:35]=2)[N:20]=1>>[F:1][C:2]1[CH:10]=[CH:9][CH:8]=[CH:7][C:3]=1[C:4]1[C:24]([C:25]2[NH:29][CH:28]=[CH:27][N:26]=2)=[CH:23][N:22]=[C:21]([NH:30][CH2:31][CH2:32][NH:33][C:34]2[CH:39]=[CH:38][C:37]([N+:40]([O-:42])=[O:41])=[CH:36][N:35]=2)[N:20]=1. Procedure: [4-(2-fluorophenyl)-5-imidazol-2-ylpyrimidin-2-yl]{2-[(5-nitro(2-pyridyl))amino]ethyl}amine was prepared from 2-fluorbenzoyl chloride using the general method for [4-(2,4-dichlorophenyl)-5-imidazol-2-ylpyrimidin-2-yl]{2-[(5-nitro(2-pyridyl))amino]-ethyl}amine. The reactants are NC=1C=C(C(=O)C2CCN(CC2)C)C=CC1 (4-[3-aminobenzoyl]-1-methylpiperidine), C(C1=CC=CC=C1)(=O)Cl (benzoyl chloride). Solvent: C(Cl)Cl (methylene chloride), C(C)(=O)O (acetic acid), CO (methanol). Product: C(C1=CC=CC=C1)(=O)NC=1C=C(C(=O)C2CCN(CC2)C)C=CC1 (4-[3-(benzamidyl)benzoyl]-1-methylpiperidine). Isolated yield 101.4%. Reaction SMILES: [NH2:1][C:2]1[CH:3]=[C:4]([CH:14]=[CH:15][CH:16]=1)[C:5]([CH:7]1[CH2:12][CH2:11][N:10]([CH3:13])[CH2:9][CH2:8]1)=[O:6].[C:17](Cl)(=[O:24])[C:18]1[CH:23]=[CH:22][CH:21]=[CH:20][CH:19]=1>C(Cl)Cl.C(O)(=O)C.CO>[C:17]([NH:1][C:2]1[CH:3]=[C:4]([CH:14]=[CH:15][CH:16]=1)[C:5]([CH:7]1[CH2:8][CH2:9][N:10]([CH3:13])[CH2:11][CH2:12]1)=[O:6])(=[O:24])[C:18]1[CH:23]=[CH:22][CH:21]=[CH:20][CH:19]=1. Procedure details: A mixture of 4-[3-aminobenzoyl]-1-methylpiperidine (25 mg, 0.115 mmol) and benzoyl chloride (39 μL, 0.336 mmol) in methylene chloride (1 mL) was mixed for 18 h at ambient temperature. The solution was diluted with 10% acetic acid in methanol and poured over a Varian Mega Bond Elut™ strong cation exchange column (Siegel, M. G.; Hahn, P. J.; Dressman, B. A.; Fritz, J. E.; Grunwell, J. R.; Kaldor, S. W. Tetrahedron Lett. 1997, 38, 3357-3360). The column was rinsed extensively with methanol to remov... The reactants are C1CCOC1, CC(C)[N-]C(C)C, O=C(Cl)Oc1ccc([N+](=O)[O-])cc1, COc1ccc(CN2C(=O)NC(c3ccc(F)c(F)c3)c3ccccc32)cc1, [Li+]. The product is COc1ccc(CN2C(=O)N(C(=O)Oc3ccc([N+](=O)[O-])cc3)C(c3ccc(F)c(F)c3)c3ccccc32)cc1. RXN SMILES: [CH2:50]1[O:51][CH2:52][CH2:53][CH2:54]1.[CH:29]([N-:30][CH:31]([CH3:32])[CH3:33])([CH3:34])[CH3:35].[Cl:37][C:38](=[O:39])[O:40][c:41]1[cH:42][cH:43][c:44]([N+:47](=[O:48])[O-:49])[cH:45][cH:46]1.[F:1][c:2]1[cH:3][c:4]([CH:9]2[NH:10][C:11](=[O:28])[N:12]([CH2:19][c:20]3[cH:21][cH:22][c:23]([O:26][CH3:27])[cH:24][cH:25]3)[c:13]3[cH:14][cH:15][cH:16][cH:17][c:18]32)[cH:5][cH:6][c:7]1[F:8].[Li+:36]>>[F:1][c:2]1[cH:3][c:4]([CH:9]2[N:10]([C:38](=[O:39])[O:40][c:41]3[cH:42][cH:43][c:44]([N+:47](=[O:48])[O-:49])[cH:45][cH:46]3)[C:11](=[O:28])[N:12]([CH2:19][c:20]3[cH:21][cH:22][c:23]([O:26][CH3:27])[cH:24][cH:25]3)[c:13]3[cH:14][cH:15][cH:16][cH:17][c:18]32)[cH:5][cH:6][c:7]1[F:8]. The reactants are CCCCNCCCC, [Cl-], C1COCCO1, O=C(O)c1cccc2sc3ccccc3c(=O)c12. Yields the product CCCCN(CCCC)C(=O)c1cccc2sc3ccccc3c(=O)c12. As a reaction SMILES: [CH2:1]([CH2:2][CH2:3][CH3:4])[NH:5][CH2:6][CH2:7][CH2:8][CH3:9].[Cl-:10].[O:29]1[CH2:30][CH2:31][O:32][CH2:33][CH2:34]1.[c:11]1([C:26](=[O:27])[OH:28])[cH:12][cH:13][cH:14][c:15]2[s:16][c:17]3[cH:18][cH:19][cH:20][cH:21][c:22]3[c:23](=[O:25])[c:24]12>>[CH2:1]([CH2:2][CH2:3][CH3:4])[N:5]([CH2:6][CH2:7][CH2:8][CH3:9])[C:26]([c:11]1[cH:12][cH:13][cH:14][c:15]2[s:16][c:17]3[cH:18][cH:19][cH:20][cH:21][c:22]3[c:23](=[O:25])[c:24]12)=[O:28]. Reactants: CN(C)CCN, COCCOC, [O-][n+]1nc(Cl)nc2cc3c(cc21)OCO3. The product is CN(C)CCNc1nc2cc3c(cc2[n+]([O-])n1)OCO3. As a reaction SMILES: [CH3:1][N:2]([CH2:3][CH2:4][NH2:5])[CH3:6].[CH3:22][O:23][CH2:24][CH2:25][O:26][CH3:27].[Cl:7][c:8]1[n:9][n+:10]([O-:21])[c:11]2[c:12]([n:13]1)[cH:14][c:15]1[c:16]([cH:17]2)[O:18][CH2:19][O:20]1>>[CH3:1][N:2]([CH2:3][CH2:4][NH:5][c:8]1[n:9][n+:10]([O-:21])[c:11]2[c:12]([n:13]1)[cH:14][c:15]1[c:16]([cH:17]2)[O:18][CH2:19][O:20]1)[CH3:6]. Starting materials: C[Si](C)(C)CCOCn1ccc2c(-n3cc(Br)cn3)ccnc21, O=C([O-])[O-], Cc1ccccc1, CCO, [K+], [K+], O, C=C(B(O)O)c1ccccc1, c1ccc(P(c2ccccc2)(c2ccccc2)[Pd](P(c2ccccc2)(c2ccccc2)c2ccccc2)(P(c2ccccc2)(c2ccccc2)c2ccccc2)P(c2ccccc2)(c2ccccc2)c2ccccc2)cc1. The product is C=C(c1ccccc1)c1cnn(-c2ccnc3c2ccn3COCC[Si](C)(C)C)c1. As a reaction SMILES: [Br:12][c:13]1[cH:14][n:15][n:16](-[c:18]2[c:19]3[c:20]([n:21][cH:22][cH:23]2)[n:24]([CH2:27][O:28][CH2:29][CH2:30][Si:31]([CH3:32])([CH3:33])[CH3:34])[cH:25][cH:26]3)[cH:17]1.[C:45](=[O:46])([O-:47])[O-:48].[CH3:35][c:36]1[cH:37][cH:38][cH:39][cH:40][cH:41]1.[CH3:42][CH2:43][OH:44].[K+:49].[K+:50].[OH2:51].[c:1]1([C:7](=[CH2:8])[B:9]([OH:10])[OH:11])[cH:2][cH:3][cH:4][cH:5][cH:6]1.[cH:52]1[cH:53][cH:54][c:55]([P:56]([Pd:57]([P:58]([c:59]2[cH:60][cH:61][cH:62][cH:63][cH:64]2)([c:65]2[cH:66][cH:67][cH:68][cH:69][cH:70]2)[c:71]2[cH:72][cH:73][cH:74][cH:75][cH:76]2)([P:77]([c:78]2[cH:79][cH:80][cH:81][cH:82][cH:83]2)([c:84]2[cH:85][cH:86][cH:87][cH:88][cH:89]2)[c:90]2[cH:91][cH:92][cH:93][cH:94][cH:95]2)[P:96]([c:97]2[cH:98][cH:99][cH:100][cH:101][cH:102]2)([c:103]2[cH:104][cH:105][cH:106][cH:107][cH:108]2)[c:109]2[cH:110][cH:111][cH:112][cH:113][cH:114]2)([c:115]2[cH:116][cH:117][cH:118][cH:119][cH:120]2)[c:121]2[cH:122][cH:123][cH:124][cH:125][cH:126]2)[cH:127][cH:128]1>>[c:1]1([C:7](=[CH2:8])[c:13]2[cH:14][n:15][n:16](-[c:18]3[c:19]4[c:20]([n:21][cH:22][cH:23]3)[n:24]([CH2:27][O:28][CH2:29][CH2:30][Si:31]([CH3:32])([CH3:33])[CH3:34])[cH:25][cH:26]4)[cH:17]2)[cH:2][cH:3][cH:4][cH:5][cH:6]1.